Task: describe an organic reaction: reactants, conditions, products, and yield. Dataset: the Open Reaction Database (ORD), a public repository of structured organic reaction records Starting materials: C1(=CC=CC=C1)P(=O)(C1=CC=CC=C1)N=[N+]=[N-] (Diphenylphosphoryl azide), ClC1=C(C=CC(=O)O)C=CC=C1Cl (2,3-dichlorocinnamic acid). Run in C1=CC=CC=C1 (benzene), C(C)N(CC)CC (triethylamine). Run at time 8 hour. Product: ClC1=C(C=CC=C1Cl)/C=C/C(=O)N=[N+]=[N-] ((2E)-3-(2,3-dichlorophenyl)acryloyl Azide). RXN SMILES: C1(P([N:15]=[N+:16]=[N-:17])(C2C=CC=CC=2)=O)C=CC=CC=1.[Cl:18][C:19]1[C:29]([Cl:30])=[CH:28][CH:27]=[CH:26][C:20]=1[CH:21]=[CH:22][C:23](O)=[O:24]>C1C=CC=CC=1.C(N(CC)CC)C>[Cl:18][C:19]1[C:29]([Cl:30])=[CH:28][CH:27]=[CH:26][C:20]=1/[CH:21]=[CH:22]/[C:23]([N:15]=[N+:16]=[N-:17])=[O:24]. Reported procedure: Diphenylphosphoryl azide (3.00 mL) was added 2,3-dichlorocinnamic acid (3.00 g) to a room temperature suspension in benzene (20 mL) and triethylamine (2.50 mL). The reaction mixture was stirred at room temperature overnight and then concentrated. The residue was purified by column chromatography on silica gel (ethyl acetate:hexane=1:9) to obtain the title compound (1.77 g) having the following physical data. Starting materials: C(C)(C)(C)OC(=O)N1[C@@H](CC(C1)=NOC)C(=O)O ((2S,4EZ)-1-(tert-butoxycarbonyl-)-4-(methoxyimino)-2-pyrrolidinecarboxylic acid), NOCC1=CC=C(C=C1)OC (1-[(aminooxy)methyl]4-methoxy-benzene), NOCC1=CC=C(C=C1)OC (1-[(aminooxy)methyl]4-methoxy-benzene), C(C)(C)(C)OC(=O)N1[C@@H](CC(C1)=O)C(=O)O ((2S)-1-(tert-butoxycarbonyl)-4-oxo-2-pyrrolidinecarboxylic acid), C(C)(C)(C)OC(=O)N1[C@@H](CC(C1)=O)C(=O)O ((2S)-1-(tert-butoxycarbonyl)-4-oxo-2-pyrrolidinecarboxylic acid). Product: C(C)(C)(C)OC(=O)N1[C@@H](CC(C1)=NOCC1=CC=C(C=C1)OC)C(=O)O ((2S,4EZ)-1-(tert-butoxycarbonyl)-4-{[(4-methoxybenzyl)oxy]imino}-2-pyrrolidinecarboxylic acid). The yield is 85.0%. Reaction SMILES: [C:1]([O:5][C:6]([N:8]1[CH2:12][C:11](=[N:13][O:14][CH3:15])[CH2:10][C@H:9]1[C:16]([OH:18])=[O:17])=[O:7])([CH3:4])([CH3:3])[CH3:2].C(OC(N1CC(=O)C[C@H]1C(O)=O)=O)(C)(C)C.NOC[C:38]1[CH:43]=[CH:42][C:41]([O:44][CH3:45])=[CH:40][CH:39]=1>>[C:1]([O:5][C:6]([N:8]1[CH2:12][C:11](=[N:13][O:14][CH2:15][C:38]2[CH:43]=[CH:42][C:41]([O:44][CH3:45])=[CH:40][CH:39]=2)[CH2:10][C@H:9]1[C:16]([OH:18])=[O:17])=[O:7])([CH3:4])([CH3:2])[CH3:3]. Procedure: The same method as employed in the preparation of Intermediate 7, but starting from (2S)-1-(tert-butoxycarbonyl)-4-oxo-2-pyrrolidinecarboxylic acid (Intermediate 1) and 1-[(aminooxy)methyl]4-methoxy-benzene (Intermediate 10) gave the title compound as a gum in a 85% yield. Starting materials: BrC1=CC=C(C=C1)C=1N=C(C2=C(N1)SC1=C2N=C(N=C1OCC)N1CCNCC1)C (7-(4-bromophenyl)-4-ethoxy-9-methyl-2-piperazin-1-yl-thieno[2,3-d:4,5-d′]dipyrimidine), C(C)(=O)OCC (ethyl acetate), CuBr, C(CCC)OC1=CC=C(C=C1)O (4-n-butoxyphenol), C(=O)([O-])[O-].[Cs+].[Cs+] (Cs2CO3). As a reaction SMILES: Br[C:2]1[CH:7]=[CH:6][C:5]([C:8]2[N:9]=[C:10]([CH3:30])[C:11]3[C:16]4[N:17]=[C:18]([N:24]5[CH2:29][CH2:28][NH:27][CH2:26][CH2:25]5)[N:19]=[C:20]([O:21][CH2:22][CH3:23])[C:15]=4[S:14][C:12]=3[N:13]=2)=[CH:4][CH:3]=1.[CH2:31]([O:35]C1C=CC(O)=CC=1)[CH2:32][CH2:33][CH3:34].C([O-])([O-])=O.[Cs+].[Cs+].C(OCC)(=O)C>C1(C)C=CC=CC=1>[CH2:31]([O:35][C:2]1[CH:7]=[CH:6][C:5]([C:8]2[N:9]=[C:10]([CH3:30])[C:11]3[C:16]4[N:17]=[C:18]([N:24]5[CH2:29][CH2:28][NH:27][CH2:26][CH2:25]5)[N:19]=[C:20]([O:21][CH2:22][CH3:23])[C:15]=4[S:14][C:12]=3[N:13]=2)=[CH:4][CH:3]=1)[CH2:32][CH2:33][CH3:34] |f:2.3.4|. Run at temperature 180 celsius. Procedure: 100 mg (0.21 mmol) 7-(4-bromophenyl)-4-ethoxy-9-methyl-2-piperazin-1-yl-thieno[2,3-d:4,5-d′]dipyrimidine, 51 mg (0.31 mmol) 4-n-butoxyphenol, 134 mg (0.41 mmol) Cs2CO3, 1 μl (5 mole %) ethyl acetate and 1.5 mg (5 mole %) CuBr were suspended in 5 ml absolute toluene and heated in a microwave oven at 180° C. for 17 h. Thereafter, the solvent was removed and the residue was purified by means of flash chromatography. 4 mg (3%) of the title substance is obtained. ESI-MS [m/z]: 571 The solvent is C1(=CC=CC=C1)C (toluene). The product is C(CCC)OC1=CC=C(C=C1)C=1N=C(C2=C(N1)SC1=C2N=C(N=C1OCC)N1CCNCC1)C (7-(4-n-butoxy-phenyl)-4-ethoxy-9-methyl-2-piperazin-1-yl-thieno[2,3-d:4,5-d′]dipyrimidine). Starting materials: CCO, COc1ccc(N2CCN(c3c(C)c(C)c4c(c3C)C(O)(c3cccs3)C(C)(C)O4)CC2)cc1. Product: COc1ccc(N2CCN(c3c(C)c(C)c4c(c3C)C(c3cccs3)C(C)(C)O4)CC2)cc1. RXN SMILES: [CH3:35][CH2:36][OH:37].[OH:1][C:2]1([c:30]2[s:31][cH:32][cH:33][cH:34]2)[C:3]([CH3:28])([CH3:29])[O:4][c:5]2[c:6]1[c:7]([CH3:27])[c:8]([N:13]1[CH2:14][CH2:15][N:16]([c:19]3[cH:20][cH:21][c:22]([O:25][CH3:26])[cH:23][cH:24]3)[CH2:17][CH2:18]1)[c:9]([CH3:12])[c:10]2[CH3:11]>>[CH:2]1([c:30]2[s:31][cH:32][cH:33][cH:34]2)[C:3]([CH3:28])([CH3:29])[O:4][c:5]2[c:6]1[c:7]([CH3:27])[c:8]([N:13]1[CH2:14][CH2:15][N:16]([c:19]3[cH:20][cH:21][c:22]([O:25][CH3:26])[cH:23][cH:24]3)[CH2:17][CH2:18]1)[c:9]([CH3:12])[c:10]2[CH3:11]. Reactants: [H-].[Na+] (sodium hydride), I.N1=C(SC=2CCCC3=C(C12)C=CC=C3)N (5,6-Dihydro-4H-3-thia-1-aza-benzo[e]azulen-2-ylamine hydroiodide), Cl.C(C1=CC=NC=C1)(=O)Cl (isonicotinoyl chloride hydrochloride). The solvent is O1CCCC1 (tetrahydrofuran). Run at time 15 minute. Product: N1=C(SC=2CCCC3=C(C12)C=CC=C3)NC(C3=CC=NC=C3)=O (N-(5,6-Dihydro-4H-3-thia-1-aza-benzo[e]azulen-2-yl)-isonicotinamide). The yield is 27.1%. Reaction SMILES: [H-].[Na+].I.[N:4]1[C:13]2[C:12]3[CH:14]=[CH:15][CH:16]=[CH:17][C:11]=3[CH2:10][CH2:9][CH2:8][C:7]=2[S:6][C:5]=1[NH2:18].Cl.[C:20](Cl)(=[O:27])[C:21]1[CH:26]=[CH:25][N:24]=[CH:23][CH:22]=1>O1CCCC1>[N:4]1[C:13]2[C:12]3[CH:14]=[CH:15][CH:16]=[CH:17][C:11]=3[CH2:10][CH2:9][CH2:8][C:7]=2[S:6][C:5]=1[NH:18][C:20](=[O:27])[C:21]1[CH:26]=[CH:25][N:24]=[CH:23][CH:22]=1 |f:0.1,2.3,4.5|. Procedure details: Added sodium hydride (17 mg; 0.7 mmol) to a stirred suspension of 5,6-Dihydro-4H-3-thia-1-aza-benzo[e]azulen-2-ylamine hydroiodide 17 (80 mg; 0.23 mmol) in dry tetrahydrofuran under nitrogen at room temperature. After 15 minutes, isonicotinoyl chloride hydrochloride (62 mg; 0.35 mmol) was added and the mixture allowed to stir for 1 hr. at room temperature and then concentrated in vacuo. The residue was triturated with water the solid material was filtered off. Purification using reverse phase HP... Reactants: NC1=NC(=C(C(=N1)C=1OC=CC1)C#N)S(=O)C (2-amino-4-furan-2-yl-6-methanesulfinyl-pyrimidine-5-carbonitrile), CC=1C(=NC=C(C1)C)CO ((3,5-dimethylpyridin-2-yl)methanol), C1CCC2=NCCCN2CC1 (DBU). The solvent is COCCOC (DME). Yields the product NC1=NC(=C(C(=N1)OCC1=NC=C(C=C1C)C)C#N)C=1OC=CC1 (2-Amino-4-(3,5-dimethyl-pyridin-2-ylmethoxy)-6-furan-2-yl-pyrimidine-5-carbonitrile). As a reaction SMILES: [NH2:1][C:2]1[N:7]=[C:6]([C:8]2[O:9][CH:10]=[CH:11][CH:12]=2)[C:5]([C:13]#[N:14])=[C:4](S(C)=O)[N:3]=1.[CH3:18][C:19]1[C:20]([CH2:26][OH:27])=[N:21][CH:22]=[C:23]([CH3:25])[CH:24]=1.C1CCN2C(=NCCC2)CC1>COCCOC>[NH2:1][C:2]1[N:3]=[C:4]([O:27][CH2:26][C:20]2[C:19]([CH3:18])=[CH:24][C:23]([CH3:25])=[CH:22][N:21]=2)[C:5]([C:13]#[N:14])=[C:6]([C:8]2[O:9][CH:10]=[CH:11][CH:12]=2)[N:7]=1. Procedure: From 2-amino-4-furan-2-yl-6-methanesulfinyl-pyrimidine-5-carbonitrile, (3,5-dimethylpyridin-2-yl)methanol and DBU in DME. ES-MS m/e (%): 322 (M+H+, 100). The reagents and catalysts are CC([O-])C.[Ti+4].CC([O-])C.CC([O-])C.CC([O-])C (Titanium (IV) isopropoxide). Reaction conditions: time 45 minute. The product is NC1(CC1)C1=CC=C(C#N)C=C1 (4-(1-aminocyclopropyl)benzonitrile). Reported procedure: To a solution of terephthalonitrile (3.30 g, 25.8 mmol.) in dichloromethane (130 ml), Titanium (IV) isopropoxide (7.6 ml, 25.8 mmol) was added at room temperature followed by dropwise addition of ethyl magnesium bromide 1M in diethyl ether (47.0 ml). The mixture was stirred at room temperature for 45 min, then boron trifluoride etherate (5 ml) was added at once. After 2 hours, HCl aqueous solution (5%) was added to quench the reaction. The aqueous phase was separated, basified with aqueous 1M Na... The reactants are C(C)[Mg]Br (ethyl magnesium bromide), Cl (HCl), C(C1=CC=C(C#N)C=C1)#N (terephthalonitrile), B(F)(F)F.CCOCC (boron trifluoride etherate). Run in C(C)OCC (diethyl ether), ClCCl (dichloromethane). As a reaction SMILES: [C:1](#[N:10])[C:2]1[CH:9]=[CH:8][C:5]([C:6]#[N:7])=[CH:4][CH:3]=1.[CH2:11]([Mg]Br)[CH3:12].B(F)(F)F.CCOCC.Cl>ClCCl.C(OCC)C.CC(C)[O-].[Ti+4].CC(C)[O-].CC(C)[O-].CC(C)[O-]>[NH2:7][C:6]1([C:5]2[CH:8]=[CH:9][C:2]([C:1]#[N:10])=[CH:3][CH:4]=2)[CH2:12][CH2:11]1 |f:2.3,7.8.9.10.11|.